This data is from the Open Reaction Database (ORD), a public repository of structured organic reaction records. The task is: describe an organic reaction: reactants, conditions, products, and yield The reactants are C(C)(C)(C)OC(=O)N1CCC(CC1)C(=O)NC1=C(C(=O)NC2=NC=C(C=C2)Cl)C=C(C=C1)I (2-[(1-tert-butoxycarbonylpiperidin-4-ylcarbonyl)amino]-N-(5-chloropyridin-2-yl)-5-iodobenzamide), C1(=CC=CC=C1)OC (anisole), FC(C(=O)O)(F)F (trifluoroacetic acid). The solvent is ClCCl (dichloromethane). Reaction conditions: time 4 hour. Yields the product FC(C(=O)O)(F)F.ClC=1C=CC(=NC1)NC(C1=C(C=CC(=C1)I)NC(=O)C1CCNCC1)=O (N-(5-Chloropyridin-2-yl)-5-iodo-2-[(4-piperidinylcarbonyl)amino]benzamide Trifluoroacetate). Isolated yield 90.0%. As a reaction SMILES: C(OC([N:8]1[CH2:13][CH2:12][CH:11]([C:14]([NH:16][C:17]2[CH:32]=[CH:31][C:30]([I:33])=[CH:29][C:18]=2[C:19]([NH:21][C:22]2[CH:27]=[CH:26][C:25]([Cl:28])=[CH:24][N:23]=2)=[O:20])=[O:15])[CH2:10][CH2:9]1)=O)(C)(C)C.C1(OC)C=CC=CC=1.[F:42][C:43]([F:48])([F:47])[C:44]([OH:46])=[O:45]>ClCCl>[F:42][C:43]([F:48])([F:47])[C:44]([OH:46])=[O:45].[Cl:28][C:25]1[CH:26]=[CH:27][C:22]([NH:21][C:19](=[O:20])[C:18]2[CH:29]=[C:30]([I:33])[CH:31]=[CH:32][C:17]=2[NH:16][C:14]([CH:11]2[CH2:10][CH2:9][NH:8][CH2:13][CH2:12]2)=[O:15])=[N:23][CH:24]=1 |f:4.5|. Procedure: To a stirring solution of 2-[(1-tert-butoxycarbonylpiperidin-4-ylcarbonyl)amino]-N-(5-chloropyridin-2-yl)-5-iodobenzamide (2.0 g, 3.45 mmol) in dichloromethane (65 mL) and anisole (2 mL, 18 mmol) was added trifluoroacetic acid (6.7 mL, 87 mmol). The reaction solution was stirred at room temperature for 4 h, concentrated in vacuo, treated with diethyl ether and concentrated (3×), treated with diethyl ether, sonicated, and filtered to give 1.86 g (90%) of a gray solid.